This data is from the Open Reaction Database (ORD), a public repository of structured organic reaction records. The task is: describe an organic reaction: reactants, conditions, products, and yield Reactants: solution, [Cl-].C(C)(C)(C)OC(C[Zn+])=O (2-(tert-butyloxy)-2-oxoethylzinc chloride), CCOCC (Et2O), BrC1=C(C=C(OCC[C@H]2[C@H](C2)C2CCN(CC2)C2=NC=C(C=N2)OCC)C=C1F)F (2-(4-((1R,2S)-2-(2-(4-bromo-3,5-difluorophenoxy)ethyl)cyclopropyl)piperidin-1-yl)-5-ethoxypyrimidine), CC(C)C1=CC(=C(C(=C1)C(C)C)C2=C(C=CC=C2)P(C3CCCCC3)C4CCCCC4)C(C)C (X-PHOS). Reagents/catalysts: C=1C=CC(=CC1)/C=C/C(=O)/C=C/C2=CC=CC=C2.C=1C=CC(=CC1)/C=C/C(=O)/C=C/C2=CC=CC=C2.C=1C=CC(=CC1)/C=C/C(=O)/C=C/C2=CC=CC=C2.[Pd].[Pd] (Pd2(dba)3). Run in C1CCOC1 (THF). Run at temperature 65 celsius. Yields the product C(C)OC=1C=NC(=NC1)N1CCC(CC1)[C@@H]1[C@@H](C1)CCOC1=CC(=C(C(=C1)F)CC(=O)OC(C)(C)C)F (tert-butyl [4-(2-{(1S,2R)-2-[1-(5-ethoxypyrimidin-2-yl)piperidin-4-yl]cyclopropyl}ethoxy)-2,6-difluorophenyl]acetate). RXN SMILES: [Cl-].[C:2]([O:6][C:7](=[O:10])[CH2:8][Zn+])([CH3:5])([CH3:4])[CH3:3].CCOCC.Br[C:17]1[C:43]([F:44])=[CH:42][C:20]([O:21][CH2:22][CH2:23][C@@H:24]2[CH2:26][C@@H:25]2[CH:27]2[CH2:32][CH2:31][N:30]([C:33]3[N:38]=[CH:37][C:36]([O:39][CH2:40][CH3:41])=[CH:35][N:34]=3)[CH2:29][CH2:28]2)=[CH:19][C:18]=1[F:45].CC(C1C=C(C(C)C)C(C2C=CC=CC=2P(C2CCCCC2)C2CCCCC2)=C(C(C)C)C=1)C>C1COCC1.C1C=CC(/C=C/C(/C=C/C2C=CC=CC=2)=O)=CC=1.C1C=CC(/C=C/C(/C=C/C2C=CC=CC=2)=O)=CC=1.C1C=CC(/C=C/C(/C=C/C2C=CC=CC=2)=O)=CC=1.[Pd].[Pd]>[CH2:40]([O:39][C:36]1[CH:35]=[N:34][C:33]([N:30]2[CH2:29][CH2:28][CH:27]([C@H:25]3[CH2:26][C@H:24]3[CH2:23][CH2:22][O:21][C:20]3[CH:42]=[C:43]([F:44])[C:17]([CH2:8][C:7]([O:6][C:2]([CH3:5])([CH3:4])[CH3:3])=[O:10])=[C:18]([F:45])[CH:19]=3)[CH2:32][CH2:31]2)=[N:38][CH:37]=1)[CH3:41] |f:0.1,6.7.8.9.10|. Procedure: A 0.5 M solution of 2-(tert-butyloxy)-2-oxoethylzinc chloride in Et2O (43 mL, 21.2 mmol) was added to a mixture of 2-(4-((1R,2S)-2-(2-(4-bromo-3,5-difluorophenoxy)ethyl)cyclopropyl)piperidin-1-yl)-5-ethoxypyrimidine (3.4 g, 7.05 mmol), Pd2(dba)3 (0.484 g, 0.529 mmol), and X-PHOS (504 mg, 1.06 mmol) in anhydrous THF (10 mL). The mixture was stirred and heated at 65° C. overnight. The mixture was cooled to rt and filtered through celite, washing the filtercake with excess EtOAc. The volatiles were... Yields the product C(C)(=O)CSC=1NC2=C(N1)C=CC=C2 (2-(Acetylmethylthio)benzimidazole). Starting materials: SC=1NC2=C(N1)C=CC=C2 (2-Mercaptobenzimidazole), ClCC(C)=O (chloroacetone), Cl (hydrochloride), C(C)(=O)[O-].[Na+] (sodium acetate). The solvent is CC(CC)=O (2-butanone), O (water). RXN SMILES: [SH:1][C:2]1[NH:3][C:4]2[CH:10]=[CH:9][CH:8]=[CH:7][C:5]=2[N:6]=1.Cl[CH2:12][C:13](=[O:15])[CH3:14].Cl.C([O-])(=O)C.[Na+]>O.CC(=O)CC>[C:13]([CH2:14][S:1][C:2]1[NH:3][C:4]2[CH:10]=[CH:9][CH:8]=[CH:7][C:5]=2[N:6]=1)(=[O:15])[CH3:12] |f:3.4|. Procedure: 2-Mercaptobenzimidazole (14.6 g, 0.1 mole) and chloroacetone (9.25 g, 0.1 mole) were added to 2-butanone (400 ml) and refluxed for 5 hrs. On cooling the product hydrochloride, 21.24 g, 88% was isolated by filtration, washed with acetone and air dried. The salt was dissolved in water (150 ml) and added to a solution of sodium acetate (7.2 g, 0.088 mole) in water (100 ml). The oil obtained was extracted into ethyl acetate, filtered to remove some insoluble material (0.4 g), dried and evaporated to... Starting materials: CC1=C(C(=O)NC1=O)C.[K] (potassium dimethylmaleimide), C(Cl)C1CO1 (epichlorohydrin). The reagents and catalysts are [Cl-].C[N+](C)(C)C (tetramethylammonium chloride). Product: C(C1CO1)N1C(C(=C(C1=O)C)C)=O (N-Glycidyl-dimethylmaleimide). As a reaction SMILES: [CH3:1][C:2]1[C:7](=[O:8])[NH:6][C:4](=[O:5])[C:3]=1[CH3:9].[K].[CH2:11]([CH:13]1[O:15][CH2:14]1)Cl>[Cl-].C[N+](C)(C)C>[CH2:11]([N:6]1[C:7](=[O:8])[C:2]([CH3:1])=[C:3]([CH3:9])[C:4]1=[O:5])[CH:13]1[O:15][CH2:14]1 |f:0.1,3.4,^1:9|. Procedure details: 30 g (0.184 mol) of potassium dimethylmaleimide are suspended in 175 g (1.89 mols) of epichlorohydrin. After adding 0.05 g of tetramethylammonium chloride, the mixture is heated, whilst stirring, and boiled under reflux for 18 hours and is then filtered. After removing the unconverted chlorohydrin by distillation under a waterpump vacuum, about 30 g of a viscous, pale brown liquid which has an epoxide content of 4.9 equivalents/kg (calculated: 5.5 equivalents/kg) remain. The NMR spectrum of the ...